This data is from the Open Reaction Database (ORD), a public repository of structured organic reaction records. The task is: describe an organic reaction: reactants, conditions, products, and yield The reactants are BrCC1=CC=C(CN2C(O[C@@H](C2)C2=CC=CC=C2)=O)C=C1 (3-(4-bromomethyl-benzyl)-5-(R)-phenyl-oxazolidin-2-one), N1CCOCC1 (morpholine), C(C)#N (acetonitrile). The solvent is C(C)(=O)OCC (ethyl acetate). Yields the product N1(CCOCC1)CC(C1=CC=CC=C1)N1C(O[C@@H](C1)C1=CC=CC=C1)=O (3-(morpholin-4-ylmethyl-benzyl)-5-(R)-phenyl-oxazolidin-2-one). Isolated yield 69.0%. Reaction SMILES: BrC[C:3]1[CH:21]=[CH:20][C:6]([CH2:7][N:8]2[CH2:12][C@@H:11]([C:13]3[CH:18]=[CH:17][CH:16]=[CH:15][CH:14]=3)[O:10][C:9]2=[O:19])=[CH:5][CH:4]=1.[NH:22]1[CH2:27][CH2:26][O:25][CH2:24][CH2:23]1.[C:28](#N)C>C(OCC)(=O)C>[N:22]1([CH2:28][CH:7]([N:8]2[CH2:12][C@@H:11]([C:13]3[CH:14]=[CH:15][CH:16]=[CH:17][CH:18]=3)[O:10][C:9]2=[O:19])[C:6]2[CH:5]=[CH:4][CH:3]=[CH:21][CH:20]=2)[CH2:27][CH2:26][O:25][CH2:24][CH2:23]1. Procedure: A solution of 3-(4-bromomethyl-benzyl)-5-(R)-phenyl-oxazolidin-2-one (30 mg, 0.086 mmol) and morpholine (0.038 mL, 0.433 mmol) in acetonitrile (2 mL) was heated at 70° C. for 4 hours. The reaction mixture was diluted with ethyl acetate (6 mL), washed with water (4 mL), brine (4 mL), dried over anhydrous sodium sulfate and concentrated to get the product. It was purified by chromatography on silica gel, eluting with 30-60% ethyl acetate in hexanes, to yield the title compound as a white solid (21... The reactants are C(CCC)OC(C)C1=CN(C=2N=C(N=C(C21)NC2CC2)NC2=CC=C1C=NNC1=C2)S(=O)(=O)C2=CC=C(C)C=C2 (5-(1-butoxyethyl)-N4-cyclopropyl-N2-(1H-indazol-6-yl)-7-tosyl-7H-pyrrolo[2,3-d]pyrimidine-2,4-diamine), [OH-].[K+] (KOH). The solvent is O1CCOCC1 (dioxane). Reaction conditions: temperature 65 celsius, time 18 hour. Yields the product C(CCC)OC(C)C1=CNC=2N=C(N=C(C21)NC2CC2)NC2=CC=C1C=NNC1=C2 (5-(1-butoxyethyl)-N4-cyclopropyl-N2-(1H-indazol-6-yl)-7H-pyrrolo[2,3-d]pyrimidine-2,4-diamine). Yield: 20.6%. Reaction SMILES: [CH2:1]([O:5][CH:6]([C:8]1[C:16]2[C:15]([NH:17][CH:18]3[CH2:20][CH2:19]3)=[N:14][C:13]([NH:21][C:22]3[CH:30]=[C:29]4[C:25]([CH:26]=[N:27][NH:28]4)=[CH:24][CH:23]=3)=[N:12][C:11]=2[N:10](S(C2C=CC(C)=CC=2)(=O)=O)[CH:9]=1)[CH3:7])[CH2:2][CH2:3][CH3:4].[OH-].[K+]>O1CCOCC1>[CH2:1]([O:5][CH:6]([C:8]1[C:16]2[C:15]([NH:17][CH:18]3[CH2:19][CH2:20]3)=[N:14][C:13]([NH:21][C:22]3[CH:30]=[C:29]4[C:25]([CH:26]=[N:27][NH:28]4)=[CH:24][CH:23]=3)=[N:12][C:11]=2[NH:10][CH:9]=1)[CH3:7])[CH2:2][CH2:3][CH3:4] |f:1.2|. Procedure details: To a solution of 5-(1-butoxyethyl)-N4-cyclopropyl-N2-(1H-indazol-6-yl)-7-tosyl-7H-pyrrolo[2,3-d]pyrimidine-2,4-diamine (20 mg, 0.036 mmol) in dioxane (2 mL), aq. 1N KOH (1.0 mL, 1.0 mmol) was added. The mixture was stirred at 65° C. for 18 h. After being concentrated in vacuo, the residue was acidified with HOAc (1 mL); it was then purified by HPLC to give the titled compound (3 mg). MS 406.2 (M+H); UV 203.8, 223.8, 243.8, 315.0 nm. Reactants: COC(=O)C(F)(F)c1ccc(OCCOc2ccc3ccccc3c2)cc1, CC(C)=O, CO, [Na+], [OH-]. Product: O=C(O)C(F)(F)c1ccc(OCCOc2ccc3ccccc3c2)cc1. As a reaction SMILES: [CH3:1][O:2][C:3]([C:4]([c:5]1[cH:6][cH:7][c:8]([O:11][CH2:12][CH2:13][O:14][c:15]2[cH:16][c:17]3[cH:18][cH:19][cH:20][cH:21][c:22]3[cH:23][cH:24]2)[cH:9][cH:10]1)([F:25])[F:26])=[O:27].[CH3:28][C:29](=[O:30])[CH3:31].[CH3:32][OH:33].[Na+:35].[OH-:34]>>[O:2]=[C:3]([C:4]([c:5]1[cH:6][cH:7][c:8]([O:11][CH2:12][CH2:13][O:14][c:15]2[cH:16][c:17]3[cH:18][cH:19][cH:20][cH:21][c:22]3[cH:23][cH:24]2)[cH:9][cH:10]1)([F:25])[F:26])[OH:27]. Reactants: ClC(CCN1C=NC=C1)CCCCC (1-(3-chlorooctyl)imidazole), C(CCCCCCC)S (n-octylmercaptan), [H-].[Na+] (sodium hydride). Solvent: O1CCCC1 (tetrahydrofuran), O1CCCC1 (tetrahydrofuran). Yields the product C(CCCCCCC)SC(CCN1C=NC=C1)CCCCC (1-(3-octylthiooctyl)imidazole). As a reaction SMILES: Cl[CH:2]([CH2:10][CH2:11][CH2:12][CH2:13][CH3:14])[CH2:3][CH2:4][N:5]1[CH:9]=[CH:8][N:7]=[CH:6]1.[CH2:15]([SH:23])[CH2:16][CH2:17][CH2:18][CH2:19][CH2:20][CH2:21][CH3:22].[H-].[Na+]>O1CCCC1>[CH2:15]([S:23][CH:2]([CH2:10][CH2:11][CH2:12][CH2:13][CH3:14])[CH2:3][CH2:4][N:5]1[CH:9]=[CH:8][N:7]=[CH:6]1)[CH2:16][CH2:17][CH2:18][CH2:19][CH2:20][CH2:21][CH3:22] |f:2.3|. Reported procedure: 500 Mg. of 1-(3-chlorooctyl)imidazole in 10 ml. tetrahydrofuran was added to a fully reacted mixture of 750 mg. of n-octylmercaptan and 200 mg. of 56% sodium hydride dispersion in mineral oil in 30 ml. of tetrahydrofuran. After stirring under reflux for 12 hours the solvent was evaporated under vacuum and 150 ml. of ether was added. The resulting mixture was washed twice with water and the ethereal solution dried and evaporated. The residue was chromatographed on silica gel, eluting with 20% ace... Reactants: CC1=C(N)C(=CC=C1)C (2,6-Dimethylaniline), C(C#C)Cl (propargyl chloride), [OH-].[Na+] (caustic soda). Yields the product CC1=C(C(=CC=C1)C)NCC#C (2,6-dimethylphenyl propargylamine). Reaction SMILES: [CH3:1][C:2]1[CH:8]=[CH:7][CH:6]=[C:5]([CH3:9])[C:3]=1[NH2:4].[CH2:10](Cl)[C:11]#[CH:12].[OH-].[Na+]>>[CH3:1][C:2]1[CH:8]=[CH:7][CH:6]=[C:5]([CH3:9])[C:3]=1[NH:4][CH2:12][C:11]#[CH:10] |f:2.3|. Reported procedure: 2,6-Dimethylaniline (12.1 g, 0.1 mole) and propargyl chloride (3.8 g, 0.05 mole), were mixed and heated over a steam bath using an efficient reflux condenser for 8 hours, then treated with aqueous caustic soda solution, extracted with ether, the ethereal layer worked up and the residue distilled to give 2,6-dimethylphenyl propargylamine, b.p. 56°-58° C./0.01 mm. Starting materials: C1(=CC=CC=C1)C(C(=S)O)C (2-phenylthiopropionic acid), OS(=O)(=O)O (H2SO4), S(=O)(Cl)Cl (thionyl chloride). The solvent is C1=CC=CC=C1 (benzene). Product: C1(=CC=CC=C1)C(C(=S)Cl)C (2-phenylthiopropionic acid chloride). As a reaction SMILES: [C:1]1([CH:7]([CH3:11])[C:8](O)=[S:9])[CH:6]=[CH:5][CH:4]=[CH:3][CH:2]=1.OS(O)(=O)=O.S(Cl)([Cl:19])=O>C1C=CC=CC=1>[C:1]1([CH:7]([CH3:11])[C:8]([Cl:19])=[S:9])[CH:6]=[CH:5][CH:4]=[CH:3][CH:2]=1. Procedure: In a 500 ml. three-necked reaction flask containing 45 g (247 mmol) of 2-phenylthiopropionic acid (as prepared in example 21) in 280 ml. of anhydrous benzene equipped with a magnetic stirrer, a reflux condenser connected with a wash-bottle containing H2SO4 there are added carefully by a cock-funnel with pressure compensation, 32 g (270 mmol) of thionyl chloride. The mixture is gradually heated until reflux with vigorous stirring. When gas evolution is completed, the solvent is evaporated and the... The reactants are CN(C)C=O (DMF), C(C)(C)[Si](Cl)(C(C)C)C(C)C (Triisopropylchlorosilane), IC=1C=C2C=CNC2=CC1 (5-Iodo-1H-indole), [H-].[Na+] (Sodium hydride). Solvent: C(Cl)Cl (CH2Cl2), O (water). Reaction conditions: temperature 0 celsius, time 30 minute. Yields the product IC=1C=C2C=CN(C2=CC1)[Si](C(C)C)(C(C)C)C(C)C (5-iodo-1-triisopropylsilanyl-1H-indole). RXN SMILES: [I:1][C:2]1[CH:3]=[C:4]2[C:8](=[CH:9][CH:10]=1)[NH:7][CH:6]=[CH:5]2.CN(C=O)C.[H-].[Na+].[CH:18]([Si:21]([CH:26]([CH3:28])[CH3:27])([CH:23]([CH3:25])[CH3:24])Cl)([CH3:20])[CH3:19]>C(Cl)Cl.O>[I:1][C:2]1[CH:3]=[C:4]2[C:8](=[CH:9][CH:10]=1)[N:7]([Si:21]([CH:26]([CH3:28])[CH3:27])([CH:23]([CH3:25])[CH3:24])[CH:18]([CH3:20])[CH3:19])[CH:6]=[CH:5]2 |f:2.3|. Procedure: 5-Iodo-1H-indole (5.0 g, 20.57 mmol) was dissolved in CH2Cl2 (50 ml) and DMF (1 ml) and cooled to 0° C. Sodium hydride (1.234 g, 30.86 mmol) was added in small portions, and the reaction mixture was stirred for 30 minutes at 0° C. Triisopropylchlorosilane (4.54 ml, 20.57 mmol) was added slowly to the reaction mixture, and stirring was continued for 1 hour. Cold water (200 ml) was added to the reaction mixture, which was extracted twice with ethyl acetate (100 ml). Reactants: O=C([O-])[O-], CN(C)C=O, FC(F)(F)CI, [K+], [K+], Nc1nc(S)nc2c1nc(O)n2Cc1ccccc1. Product: Nc1nc(SCC(F)(F)F)nc2c1nc(O)n2Cc1ccccc1. Reaction SMILES: [C:20](=[O:21])([O-:22])[O-:23].[CH3:32][N:33]([CH3:34])[CH:35]=[O:36].[I:26][CH2:27][C:28]([F:29])([F:30])[F:31].[K+:24].[K+:25].[NH2:1][c:2]1[c:3]2[n:4][c:5]([OH:19])[n:6]([CH2:12][c:13]3[cH:14][cH:15][cH:16][cH:17][cH:18]3)[c:7]2[n:8][c:9]([SH:11])[n:10]1>>[NH2:1][c:2]1[c:3]2[n:4][c:5]([OH:19])[n:6]([CH2:12][c:13]3[cH:14][cH:15][cH:16][cH:17][cH:18]3)[c:7]2[n:8][c:9]([S:11][CH2:27][C:28]([F:29])([F:30])[F:31])[n:10]1. Starting materials: ClCCl, COc1nn(-c2ccc(N)cc2)c(=O)o1, O=C(Cl)Cc1ccc(Cl)cc1, c1ccncc1. The product is COc1nn(-c2ccc(NC(=O)Cc3ccc(Cl)cc3)cc2)c(=O)o1. As a reaction SMILES: [CH2:27]([Cl:28])[Cl:29].[CH3:12][O:13][c:14]1[n:15][n:16](-[c:20]2[cH:21][cH:22][c:23]([NH2:26])[cH:24][cH:25]2)[c:17](=[O:19])[o:18]1.[Cl:1][c:2]1[cH:3][cH:4][c:5]([CH2:8][C:9](=[O:10])[Cl:11])[cH:6][cH:7]1.[cH:30]1[cH:31][cH:32][n:33][cH:34][cH:35]1>>[Cl:1][c:2]1[cH:3][cH:4][c:5]([CH2:8][C:9](=[O:10])[NH:26][c:23]2[cH:22][cH:21][c:20](-[n:16]3[n:15][c:14]([O:13][CH3:12])[o:18][c:17]3=[O:19])[cH:25][cH:24]2)[cH:6][cH:7]1.